This data is from the Open Reaction Database (ORD), a public repository of structured organic reaction records. The task is: describe an organic reaction: reactants, conditions, products, and yield The product is CC(C)(C)OC(=O)Nc1cnc(Cl)cc1C(=O)O. RXN SMILES: [C:1]([CH3:2])([CH3:3])([CH3:4])[O:5][C:6]([NH:7][c:8]1[cH:9][n:10][c:11]([Cl:14])[cH:12][cH:13]1)=[O:15].[C:29](=[O:30])=[O:31].[CH3:16][N:17]([CH3:18])[CH2:19][CH2:20][N:21]([CH3:22])[CH3:23].[CH3:24][CH2:25][CH2:26][CH2:27][Li:28].[CH3:32][CH2:33][O:34][CH2:35][CH3:36]>>[C:1]([CH3:2])([CH3:3])([CH3:4])[O:5][C:6]([NH:7][c:8]1[cH:9][n:10][c:11]([Cl:14])[cH:12][c:13]1[C:29](=[O:30])[OH:31])=[O:15]. Starting materials: CC(C)(C)OC(=O)Nc1ccc(Cl)nc1, O=C=O, CN(C)CCN(C)C, [Li]CCCC, CCOCC. The reactants are COC(CC(=O)C1CC1)=O (3-Cyclopropyl-3-oxo-propionic acid methyl ester), COC(N(C)C)OC (dimethylformamide dimethyl acetal). The solvent is C(Cl)(Cl)Cl (CHCl3). Reaction conditions: temperature 60 celsius. Yields the product COC(C(=CN(C)C)C(=O)C1CC1)=O (2-cyclopropanecarbonyl-3-dimethylamino-acrylic acid methyl ester). Isolated yield 96.3%. Reaction SMILES: [CH3:1][O:2][C:3](=[O:10])[CH2:4][C:5]([CH:7]1[CH2:9][CH2:8]1)=[O:6].CO[CH:13](OC)[N:14]([CH3:16])[CH3:15]>C(Cl)(Cl)Cl>[CH3:1][O:2][C:3](=[O:10])[C:4]([C:5]([CH:7]1[CH2:9][CH2:8]1)=[O:6])=[CH:13][N:14]([CH3:16])[CH3:15]. Procedure: 3-Cyclopropyl-3-oxo-propionic acid methyl ester (1.25 g, 8.79 mmol) was dissovled in 6.25 mL of CHCl3 and 1.17 mL (8.79 mmol) of dimethylformamide dimethyl acetal was added. The mixture was heated to 60° C. in a sealed vessel overnight. The mixuture was then cooled and concentrated to provide 1.67 g of 2-cyclopropanecarbonyl-3-dimethylamino-acrylic acid methyl ester. The reactants are CC(=O)OC(C)C, CN1CCOCC1, O=S(=O)(Cl)c1ccc(Cl)cc1, NC(CO)C(C(F)(F)F)C(F)(F)F, O. Yields the product O=S(=O)(NC(CO)C(C(F)(F)F)C(F)(F)F)c1ccc(Cl)cc1. Reaction SMILES: [C:33]([O:34][CH:35]([CH3:36])[CH3:37])(=[O:38])[CH3:39].[CH3:14][N:15]1[CH2:16][CH2:17][O:18][CH2:19][CH2:20]1.[Cl:21][c:22]1[cH:23][cH:24][c:25]([S:28](=[O:29])(=[O:30])[Cl:31])[cH:26][cH:27]1.[NH2:1][CH:2]([CH2:3][OH:4])[CH:5]([C:6]([F:7])([F:8])[F:9])[C:10]([F:11])([F:12])[F:13].[OH2:32]>>[NH:1]([CH:2]([CH2:3][OH:4])[CH:5]([C:6]([F:7])([F:8])[F:9])[C:10]([F:11])([F:12])[F:13])[S:28]([c:25]1[cH:24][cH:23][c:22]([Cl:21])[cH:27][cH:26]1)(=[O:29])=[O:30]. Starting materials: C1(=CC=CC=C1)CC=O (phenyl acetaldehyde), [C-]#N.[Na+] (sodium cyanide), NN1C(CCCC1C)C (1-amino-2,6-dimethylpiperidine), Cl (hydrochloric acid). The solvent is CO (methanol), O (water), O (water). Reaction conditions: time 3 day. Product: CC1N(C(CCC1)C)NC(C#N)CC1=CC=CC=C1 (2-((2,6-dimethylpiperidino)amino)-3-phenylpropionitrile). Isolated yield 126.5%. As a reaction SMILES: [C-:1]#[N:2].[Na+].[C:4]1([CH2:10][CH:11]=O)[CH:9]=[CH:8][CH:7]=[CH:6][CH:5]=1.[NH2:13][N:14]1[CH:19]([CH3:20])[CH2:18][CH2:17][CH2:16][CH:15]1[CH3:21].Cl>O.CO>[CH3:21][CH:15]1[CH2:16][CH2:17][CH2:18][CH:19]([CH3:20])[N:14]1[NH:13][CH:11]([CH2:10][C:4]1[CH:9]=[CH:8][CH:7]=[CH:6][CH:5]=1)[C:1]#[N:2] |f:0.1|. Procedure details: 7.4 g of sodium cyanide, dissolved in 40 ml of water, and 18.0 g of phenyl acetaldehyde, dissolved in 30 ml of methanol, are added dropwise with ice-cooling to a mixture of 12.8 g of 1-amino-2,6-dimethylpiperidine, 60 ml of water and 8.6 ml of concentrated hydrochloric acid. The reaction mixture is stirred at room temperature for 3 days and extracted with dichloromethane. The combined organic phases are washed with water of pH 4-5 containing acetic acid, dried and concentrated in a rotary evapor... Starting materials: CCOC(N)=O, CN([SiH](C)C)[Si](C)(C)C, Cc1ccccc1, N, O=C1NS(=O)(=O)c2ccccc21. The product is CCOC(=O)N[Si](C)(C)C. RXN SMILES: [CH3:10][CH2:11][O:12][C:13]([NH2:14])=[O:15].[CH3:1][SiH:2]([CH3:3])[N:8]([Si:4]([CH3:5])([CH3:6])[CH3:7])[CH3:9].[CH3:29][c:30]1[cH:31][cH:32][cH:33][cH:34][cH:35]1.[NH3:28].[O:16]=[C:17]1[c:18]2[c:19]([cH:20][cH:21][cH:22][cH:23]2)[S:24](=[O:25])(=[O:26])[NH:27]1>>[Si:4]([CH3:5])([CH3:6])([CH3:7])[NH:14][C:13]([O:12][CH2:11][CH3:10])=[O:15]. Starting materials: C#C[Si](C)(C)C, CCOC(C)=O, CC(C)NC(C)C, Nc1c(Cl)cc(I)c2c1OCO2, [I-]. Yields the product C[Si](C)(C)C#Cc1cc(Cl)c(N)c2c1OCO2. As a reaction SMILES: [CH3:21][Si:22]([CH3:23])([CH3:24])[C:25]#[CH:26].[CH3:27][CH2:28][O:29][C:30](=[O:31])[CH3:32].[CH:2]([NH:3][CH:4]([CH3:5])[CH3:6])([CH3:7])[CH3:8].[Cl:9][c:10]1[c:11]([NH2:20])[c:12]2[c:13]([c:17]([I:19])[cH:18]1)[O:14][CH2:15][O:16]2.[I-:1]>>[Cl:9][c:10]1[c:11]([NH2:20])[c:12]2[c:13]([c:17]([C:26]#[C:25][Si:22]([CH3:21])([CH3:23])[CH3:24])[cH:18]1)[O:14][CH2:15][O:16]2. Starting materials: C(C)(C)(C)OC(COC1=C(C=C(C=C1)Cl)C#C)=O (tert-butyl(4-chloro-2-ethynylphenoxy)acetate), BrC1=C(C=CC(=C1)S(=O)(=O)CCC1=CC=CC=C1)C (2-bromo-1-methyl-4-[(2-phenylethyl)sulfonyl]benzene), C(C)(C)(C)OC(COC1=C(C=C(C=C1)Cl)C#C)=O (tert-butyl(4-chloro-2-ethynylphenoxy)acetate), BrC1=C(C=CC(=C1)S(=O)(=O)CCC1=CC=CC=C1)C (2-bromo-1-methyl-4-[(2-phenylethyl)sulfonyl]benzene). Product: ClC1=CC(=C(OCC(=O)O)C=C1)C#CC1=C(C=CC(=C1)S(=O)(=O)CCC1=CC=CC=C1)C ([4-chloro-2-({2-methyl-5-[(2-phenylethyl)sulfonyl]phenyl}ethynyl)phenoxy]acetic acid). As a reaction SMILES: C([O:5][C:6](=[O:18])[CH2:7][O:8][C:9]1[CH:14]=[CH:13][C:12]([Cl:15])=[CH:11][C:10]=1[C:16]#[CH:17])(C)(C)C.Br[C:20]1[CH:25]=[C:24]([S:26]([CH2:29][CH2:30][C:31]2[CH:36]=[CH:35][CH:34]=[CH:33][CH:32]=2)(=[O:28])=[O:27])[CH:23]=[CH:22][C:21]=1[CH3:37]>>[Cl:15][C:12]1[CH:13]=[CH:14][C:9]([O:8][CH2:7][C:6]([OH:5])=[O:18])=[C:10]([C:16]#[C:17][C:22]2[CH:23]=[C:24]([S:26]([CH2:29][CH2:30][C:31]3[CH:32]=[CH:33][CH:34]=[CH:35][CH:36]=3)(=[O:28])=[O:27])[CH:25]=[CH:20][C:21]=2[CH3:37])[CH:11]=1. Procedure details: Following the general method as outlined in Example 37, starting from tert-butyl(4-chloro-2-ethynyl phenoxy)acetate (Intermediate 3) and 2-bromo-1-methyl-4-[(2-phenylethyl)sulfonyl]benzene (Intermediate 70), the title compound was obtained as a yellow solid. Starting materials: CC(C)N(C)C1CCC(N2C(=O)CC(NC(=O)OC(C)(C)C)C2=O)C(CS(=O)(=O)c2ccccc2)C1, ClCCl, O=C(O)C(F)(F)F. The product is CC(C)N(C)C1CCC(N2C(=O)CC(N)C2=O)C(CS(=O)(=O)c2ccccc2)C1. As a reaction SMILES: [C:1]([O:2][C:3](=[O:4])[NH:7][CH:8]1[C:9](=[O:35])[N:10]([CH:14]2[CH:15]([CH2:25][S:26](=[O:27])(=[O:28])[c:29]3[cH:30][cH:31][cH:32][cH:33][cH:34]3)[CH2:16][CH:17]([N:20]([CH3:21])[CH:22]([CH3:23])[CH3:24])[CH2:18][CH2:19]2)[C:11](=[O:13])[CH2:12]1)([CH3:5])([CH3:6])[CH3:36].[CH2:44]([Cl:45])[Cl:46].[F:37][C:38]([F:39])([F:40])[C:41]([OH:42])=[O:43]>>[NH2:7][CH:8]1[C:9](=[O:35])[N:10]([CH:14]2[CH:15]([CH2:25][S:26](=[O:27])(=[O:28])[c:29]3[cH:30][cH:31][cH:32][cH:33][cH:34]3)[CH2:16][CH:17]([N:20]([CH3:21])[CH:22]([CH3:23])[CH3:24])[CH2:18][CH2:19]2)[C:11](=[O:13])[CH2:12]1. Starting materials: NC=1C=NN(C1N1CC[C@H]([C@@H](CC1)OC)NC(OC(C)(C)C)=O)C (tert-butyl ((4R,5R)-1-(4-amino-1-methyl-1H-pyrazol-5-yl)-5-methoxyazepan-4-yl)carbamate), C(C)(C)(C)OC(=O)NC1=C(N=C(S1)C1=NC=CC=C1F)C(=O)O (5-((tert-butoxycarbonyl)amino)-2-(3-fluoro-pyridin-2-yl)thiazole-4-carboxylic acid). Product: NC1=C(N=C(S1)C1=NC=CC=C1F)C(=O)NC=1C=NN(C1N1CCC(C(CC1)OC)N)C (5-amino-N-[5-(4-amino-5-methoxy-azepan-1-yl)-1-methyl-pyrazol-4-yl]-2-(3-fluoro-2-pyridyl)thiazole-4-carboxamide). RXN SMILES: [NH2:1][C:2]1[CH:3]=[N:4][N:5]([CH3:24])[C:6]=1[N:7]1[CH2:13][CH2:12][C@@H:11]([O:14][CH3:15])[C@H:10]([NH:16]C(=O)OC(C)(C)C)[CH2:9][CH2:8]1.C(OC([NH:32][C:33]1[S:37][C:36]([C:38]2[C:43]([F:44])=[CH:42][CH:41]=[CH:40][N:39]=2)=[N:35][C:34]=1[C:45](O)=[O:46])=O)(C)(C)C>>[NH2:32][C:33]1[S:37][C:36]([C:38]2[C:43]([F:44])=[CH:42][CH:41]=[CH:40][N:39]=2)=[N:35][C:34]=1[C:45]([NH:1][C:2]1[CH:3]=[N:4][N:5]([CH3:24])[C:6]=1[N:7]1[CH2:13][CH2:12][CH:11]([O:14][CH3:15])[CH:10]([NH2:16])[CH2:9][CH2:8]1)=[O:46]. Procedure: Following the procedure Example 101, reacting tert-butyl ((4R,5R)-1-(4-amino-1-methyl-1H-pyrazol-5-yl)-5-methoxyazepan-4-yl)carbamate and 5-((tert-butoxycarbonyl)amino)-2-(3-fluoro-pyridin-2-yl)thiazole-4-carboxylic acid gave racemic 323 (35.8 mg, 24% over two steps). 1H NMR (400 MHz, DMSO) δ 8.84 (s, 1H), 8.43 (d, J=4.6 Hz, 1H), 7.89-7.78 (m, 1H), 7.66 (s, 2H), 7.62 (s, 1H), 7.48 (dt, J=8.3, 4.1 Hz, 1H), 3.65 (s, 3H), 3.28 (d, J=7.5 Hz, 5H), 3.26-2.95 (m, 8H), 2.07 (dd, J=10.6, 4.4 Hz, 1H), 1.9... The reactants are BrC1=C(C(=O)O)C=C(C(=C1)F)F (2-bromo-4,5-difluoro-benzoic acid), S(O)(O)(=O)=O (sulfuric acid), CO (methanol), ice water. Reaction conditions: temperature 80 celsius. The product is crude product, COC(C1=C(C=C(C(=C1)F)F)Br)=O (2-bromo-4,5-difluoro-benzoic acid methyl ester). Isolated yield 28.0%. As a reaction SMILES: [Br:1][C:2]1[CH:10]=[C:9]([F:11])[C:8]([F:12])=[CH:7][C:3]=1[C:4]([OH:6])=[O:5].S(=O)(=O)(O)O.[CH3:18]O>>[CH3:18][O:5][C:4](=[O:6])[C:3]1[CH:7]=[C:8]([F:12])[C:9]([F:11])=[CH:10][C:2]=1[Br:1]. Reported procedure: To a solution of 2-bromo-4,5-difluoro-benzoic acid (5 g, 21.10 mmol) in methanol (100 mL) was added concentrated sulfuric acid (0.21 mL, 2.11 mmol) at 0° C. The reaction mixture was then heated at 80° C. for 4 hours. After cooling to room temperature, the mixture was poured into ice water, and extracted with ethyl acetate. The organic layer was washed with saturated sodium bicarbonate, then brine, dried over sodium sulfate, filtered, and concentrated to afford the crude product 2-bromo-4,5-diflu...